From a dataset of the Open Reaction Database (ORD), a public repository of structured organic reaction records. describe an organic reaction: reactants, conditions, products, and yield The yield is 95.3%. As a reaction SMILES: [CH3:1][O:2][CH2:3][O:4][C:5]1[CH:10]=[CH:9][C:8]([CH:11]([C:36]2[CH:41]=[CH:40][C:39]([O:42][CH2:43][O:44][CH3:45])=[CH:38][CH:37]=2)[C:12]2[C:20]3[C:15](=[CH:16][CH:17]=[CH:18][CH:19]=3)[NH:14][C:13]=2[C:21]([N:23]2[CH2:28][CH2:27][N:26]([C:29]3[CH:34]=[CH:33][CH:32]=[CH:31][C:30]=3[Cl:35])[CH2:25][CH2:24]2)=[O:22])=[CH:7][CH:6]=1.[H-].[Na+].Br[CH2:49][CH2:50][CH2:51][Cl:52].[Cl-].[NH4+]>CN(C)C=O.O>[CH3:1][O:2][CH2:3][O:4][C:5]1[CH:6]=[CH:7][C:8]([CH:11]([C:36]2[CH:37]=[CH:38][C:39]([O:42][CH2:43][O:44][CH3:45])=[CH:40][CH:41]=2)[C:12]2[C:20]3[C:15](=[CH:16][CH:17]=[CH:18][CH:19]=3)[N:14]([CH2:49][CH2:50][CH2:51][Cl:52])[C:13]=2[C:21]([N:23]2[CH2:28][CH2:27][N:26]([C:29]3[CH:34]=[CH:33][CH:32]=[CH:31][C:30]=3[Cl:35])[CH2:25][CH2:24]2)=[O:22])=[CH:9][CH:10]=1 |f:1.2,4.5|. Starting materials: [Cl-].[NH4+] (ammonium chloride), COCOC1=CC=C(C=C1)C(C1=C(NC2=CC=CC=C12)C(=O)N1CCN(CC1)C1=C(C=CC=C1)Cl)C1=CC=C(C=C1)OCOC (1-{3-{Bis[4-(methoxymethoxy)phenyl]methyl}indol-2-ylcarbonyl}-4-(2-chlorophenyl)piperazine), BrCCCCl (1-Bromo-3-chloropropane), [H-].[Na+] (sodium hydride), BrCCCCl (1-bromo-3-chloropropane). Procedure: To a solution of Compound 1 (5.0 g, 7.99 mmol) obtained in Example 1 in 50 ml of N,N-dimethylformamide was portionwise added sodium hydride (60%. in oil, 351 mg, 8.78 mmol) with stirring at room temperature, and 1-bromo-3-chloropropane (0.87 ml, 8.78 mmol) was added thereto, followed by stirring at room temperature for 4 hours. 1-Bromo-3-chloropropane (0.16 ml, 1.62 mmol) was added thereto and the mixture was stirred further for 4.5 hours. The reaction mixture was neutralized with a saturated aq... Solvent: O (water), CN(C=O)C (N,N-dimethylformamide). The product is COCOC1=CC=C(C=C1)C(C1=C(N(C2=CC=CC=C12)CCCCl)C(=O)N1CCN(CC1)C1=C(C=CC=C1)Cl)C1=CC=C(C=C1)OCOC (1-{3-{Bis[4-(methoxymethoxy)phenyl]methyl}-1-(3-chloropropyl)indol-2-ylcarbonyl}-4-(2-chlorophenyl)piperazine). Reactants: [N+](=O)([O-])C1=CC=C(C(=O)C2=CC=C(C=C2)CC2=CC=C(C=C2)C(C2=CC=C(C=C2)[N+](=O)[O-])=O)C=C1 (1,1-bis(4-(4-nitrobenzoyl)phenyl)methane). Run in O1CCCC1 (tetrahydrofuran), ice water. Run at time 8 hour. Product: [N+](=O)([O-])C1=CC=C(C=C1)C(CCC)=C1CC=C(C=C1)CC1=CCC(C=C1)=C(CCC)C1=CC=C(C=C1)[N+](=O)[O-] (1,1-bis(4-(1-(4-nitrophenyl)butylidene)phenyl)methane). Yield: 102.2%. As a reaction SMILES: [N+:1]([C:4]1[CH:35]=[CH:34][C:7]([C:8]([C:10]2[CH:15]=[CH:14][C:13]([CH2:16][C:17]3[CH:22]=[CH:21][C:20]([C:23](=O)[C:24]4[CH:29]=[CH:28][C:27]([N+:30]([O-:32])=[O:31])=[CH:26][CH:25]=4)=[CH:19][CH:18]=3)=[CH:12][CH:11]=2)=O)=[CH:6][CH:5]=1)([O-:3])=[O:2]>O1CCCC1>[N+:1]([C:4]1[CH:35]=[CH:34][C:7]([C:8](=[C:10]2[CH:15]=[CH:14][C:13]([CH2:16][C:17]3[CH:22]=[CH:21][C:20](=[C:23]([C:24]4[CH:29]=[CH:28][C:27]([N+:30]([O-:32])=[O:31])=[CH:26][CH:25]=4)[CH2:6][CH2:7][CH3:8])[CH2:19][CH:18]=3)=[CH:12][CH2:11]2)[CH2:5][CH2:4][CH3:35])=[CH:6][CH:5]=1)([O-:3])=[O:2]. Procedure: Then, a solution of 30.0 g (0.064 mole) of 1,1-bis(4-(4-nitrobenzoyl)phenyl)methane in 1 liter of tetrahydrofuran was added dropwise for 1 hour, and stirred for 8 hours with maintaining at 3° to 5° C. At that time, hue was changed to dark purple. After the end of the reaction was confirmed by a liquid chromatography, the solution was poured in 400 milliliters of ice water, and extracted with 800 milliliters of chloroform after adding 400 milliliters of a 4N-HCl aqueous solution. Thereafter, the ... Starting materials: [N+](=O)([O-])C=1C=C2C=CNC2=CC1 (5-nitroindole), BrC=1C=NC=CC1 (3-bromopyridine), C([O-])([O-])=O.[K+].[K+] (potassium carbonate). The reagents and catalysts are [Cu]Br (copper (I) bromide). Solvent: N1=CC=CC=C1 (pyridine), [N+](=O)([O-])C1=CC=CC=C1 (nitrobenzene), O (water). The product is [N+](=O)([O-])C=1C=C2C=CN(C2=CC1)C=1C=NC=CC1 (5-Nitro-1-(3-pyridyl)indole). Isolated yield 86.4%. RXN SMILES: [N+:1]([C:4]1[CH:5]=[C:6]2[C:10](=[CH:11][CH:12]=1)[NH:9][CH:8]=[CH:7]2)([O-:3])=[O:2].Br[C:14]1[CH:15]=[N:16][CH:17]=[CH:18][CH:19]=1.C(=O)([O-])[O-].[K+].[K+]>N1C=CC=CC=1.[N+](C1C=CC=CC=1)([O-])=O.O.[Cu]Br>[N+:1]([C:4]1[CH:5]=[C:6]2[C:10](=[CH:11][CH:12]=1)[N:9]([C:14]1[CH:15]=[N:16][CH:17]=[CH:18][CH:19]=1)[CH:8]=[CH:7]2)([O-:3])=[O:2] |f:2.3.4|. Reported procedure: A mixture of 5-nitroindole (0.49 g, 3 mmol), 3-bromopyridine (0.95 g, 6 mmol), copper (I) bromide (60 mg, 0.42 mmol) and potassium carbonate (0.62 g, 4.5 mmol) in pyridine (2 mL) and nitrobenzene (0.6 mL) was heated under reflux for 4 h. After cooling, the mixture was diluted with water and extracted with ethyl acetate. The organic extract was washed with water, dried and evaporated. The residue was chromatographed on silica gel eluted with ethyl acetate to give the title compound (0.62 g, 86.5%... The reactants are S(O)(O)(=O)=O (sulfuric acid), N1C(CCC(C2=C1C=CC=C2)=O)=O (1H-[1]benzazepin-2,5(3H, 4H)-dione), Cl.BrC1=CC=C(C=C1)NN (4-bromophenylhydrazine hydrochloride), C(C)(=O)[O-].[Na+] (sodium acetate), C(C)(=O)[O-].[Na+] (sodium acetate). Solvent: C(C)(=O)O (acetic acid). Run at temperature 70 celsius. The product is BrC=1C=C2C(=CC1)NC1=C2CC(NC2=C1C=CC=C2)=O (9-Bromo-7,12-dihydroindolo[3,2-d][1]-benzazepin-6(5H)-one). Yield: 86.3%. RXN SMILES: [NH:1]1[C:7]2[CH:8]=[CH:9][CH:10]=[CH:11][C:6]=2[C:5](=O)[CH2:4][CH2:3][C:2]1=[O:13].Cl.[Br:15][C:16]1[CH:21]=[CH:20][C:19]([NH:22]N)=[CH:18][CH:17]=1.C([O-])(=O)C.[Na+].S(=O)(=O)(O)O>C(O)(=O)C>[Br:15][C:16]1[CH:17]=[C:18]2[C:4]3[CH2:3][C:2](=[O:13])[NH:1][C:7]4[CH:8]=[CH:9][CH:10]=[CH:11][C:6]=4[C:5]=3[NH:22][C:19]2=[CH:20][CH:21]=1 |f:1.2,3.4|. Procedure: To a suspension of 1H-[1]benzazepin-2,5(3H, 4H)-dione (0.247 g, 1.3 mmol) in acetic acid (5 ml) was added 4-bromophenylhydrazine hydrochloride (0.532 g, 2.3 mmol) and sodium acetate (0.195 g, 2.3 mmol) and stirred under argon. The mixture was heated at 70° C. for 3 hours, then cooled and concentrated sulfuric acid (0.5 ml) added, before heating at 70° C. for a further 3 hours. The slurry was poured into 10% sodium acetate aqueous solution (20 ml) and the precipitate filtered to give the title co... Product: C(C)OC(=O)N=S(=O)(C1CC1)C1=CC=C(C=C1)NC1=NC=C(C(=N1)N[C@H](CC)CO)C=1SC=CC1 ((RS)—N-(ethoxycarbonyl)-S-(4-{[4-{[(R)-1-(hydroxymethyl)propyl]amino}-5-(2-thienyl)pyrimidine-2-yl]amino}phenyl)-S-cyclopropylsulfoximide). Reported procedure: In the reaction of (R)-2-(2-chloro-5-(2-thienyl)pyrimidine-4-ylamino)butan-1-ol (151 mg, 0.53 mmol) with (RS)—S-(4-aminophenyl)-N-(ethoxycarbonyl)-S-phenylsulfoximide (147 mg, 0.48 mmol) according to procedure 5c, the desired product is obtained in 49% yield (130 mg) after chromatographic purification (silica gel, dichloromethane/ethanol (0%-20% ethanol)). As a reaction SMILES: Cl[C:2]1[N:7]=[C:6]([NH:8][C@H:9]([CH2:12][CH3:13])[CH2:10][OH:11])[C:5]([C:14]2[S:15][CH:16]=[CH:17][CH:18]=2)=[CH:4][N:3]=1.[NH2:19][C:20]1[CH:25]=[CH:24][C:23]([S:26]([C:34]2[CH:39]=[CH:38]C=CC=2)(=[N:28][C:29]([O:31][CH2:32][CH3:33])=[O:30])=[O:27])=[CH:22][CH:21]=1>>[CH2:32]([O:31][C:29]([N:28]=[S:26]([C:23]1[CH:22]=[CH:21][C:20]([NH:19][C:2]2[N:7]=[C:6]([NH:8][C@@H:9]([CH2:10][OH:11])[CH2:12][CH3:13])[C:5]([C:14]3[S:15][CH:16]=[CH:17][CH:18]=3)=[CH:4][N:3]=2)=[CH:25][CH:24]=1)([CH:34]1[CH2:39][CH2:38]1)=[O:27])=[O:30])[CH3:33]. Isolated yield 49.0%. The reactants are ClC1=NC=C(C(=N1)N[C@@H](CO)CC)C=1SC=CC1 ((R)-2-(2-chloro-5-(2-thienyl)pyrimidine-4-ylamino)butan-1-ol), NC1=CC=C(C=C1)S(=O)(=NC(=O)OCC)C1=CC=CC=C1 ((RS)—S-(4-aminophenyl)-N-(ethoxycarbonyl)-S-phenylsulfoximide). Reactants: Cl.COC1=CC=C(C=C1)NN (4-Methoxyphenylhydrazine hydrochloride), N1=CC=CC=C1 (pyridine), ClC1=CC=C(C=C1)C(CC(CCCO)=O)=O (1-(4-Chlorophenyl)-6-hydroxyhexan-1,3-dione). Solvent: CO (CH3OH), CO (CH3OH), CO (CH3OH). Conditions: time 1.5 hour. Yields the product ClC1=CC=C(C=C1)C1=CC(=NN1C1=CC=C(C=C1)OC)CCCO (5-(4-Chlorophenyl)-3-(3-hydroxypropyl)-1-(4-methoxyphenyl) pyrazole). Isolated yield 72.0%. As a reaction SMILES: Cl.[CH3:2][O:3][C:4]1[CH:9]=[CH:8][C:7]([NH:10][NH2:11])=[CH:6][CH:5]=1.N1C=CC=CC=1.[Cl:18][C:19]1[CH:24]=[CH:23][C:22]([C:25](=O)[CH2:26][C:27](=O)[CH2:28][CH2:29][CH2:30][OH:31])=[CH:21][CH:20]=1>CO>[Cl:18][C:19]1[CH:20]=[CH:21][C:22]([C:25]2[N:10]([C:7]3[CH:8]=[CH:9][C:4]([O:3][CH3:2])=[CH:5][CH:6]=3)[N:11]=[C:27]([CH2:28][CH2:29][CH2:30][OH:31])[CH:26]=2)=[CH:23][CH:24]=1 |f:0.1|. Reported procedure: 4-Methoxyphenylhydrazine hydrochloride [35.0 grams (g), 0.20 moles] was added to CH3OH [50 milliliters (ml)] containing pyridine (20 ml). An additional amount of CH3OH (25 ml) was added to the thick resulting slurry. 1-(4-Chlorophenyl)-6-hydroxyhexan-1,3-dione (48.2 g, 0.20 moles), was added neat, followed by more CH3OH (25 ml). The slurry was stirred at room-temperature for 1.5 hours, after which time the mixture was concentrated and taken up in CHCl3 (300 ml). The CHCl3 solution was washed wit... Starting materials: C([O-])(O)=O.[Na+] (sodium bicarbonate), N(C1=CC=CC=C1)CC(=O)N1CC2=CC=CC=C2CC1CC1=CC=CC=C1 (2-(2-anilinoacetyl)-3-benzyl-1,2,3,4-tetrahydroisoquinoline), Cl (hydrochloric acid), [H-].[H-].[H-].[H-].[Li+].[Al+3] (LAH). Run in C1CCOC1 (THF). Yields the product C1(=CC=CC=C1)NCCN1CC2=CC=CC=C2CC1CC1=CC=CC=C1 (N-phenyl-2-[3-benzyl-3,4-dihydroisoquinolin-2(1H)-yl]ethanamine). Isolated yield 26.0%. As a reaction SMILES: [NH:1]([CH2:8][C:9]([N:11]1[CH:20]([CH2:21][C:22]2[CH:27]=[CH:26][CH:25]=[CH:24][CH:23]=2)[CH2:19][C:18]2[C:13](=[CH:14][CH:15]=[CH:16][CH:17]=2)[CH2:12]1)=O)[C:2]1[CH:7]=[CH:6][CH:5]=[CH:4][CH:3]=1.[H-].[H-].[H-].[H-].[Li+].[Al+3].Cl.C(=O)(O)[O-].[Na+]>C1COCC1>[C:2]1([NH:1][CH2:8][CH2:9][N:11]2[CH:20]([CH2:21][C:22]3[CH:27]=[CH:26][CH:25]=[CH:24][CH:23]=3)[CH2:19][C:18]3[C:13](=[CH:14][CH:15]=[CH:16][CH:17]=3)[CH2:12]2)[CH:3]=[CH:4][CH:5]=[CH:6][CH:7]=1 |f:1.2.3.4.5.6,8.9|. Procedure: 10 mg of 2-(2-anilinoacetyl)-3-benzyl-1,2,3,4-tetrahydroisoquinoline was dissolved in 1 mL of THF, and 1.1 mg of LAH was added thereto under an argon atmosphere, followed by stirring under ice-cooling 2 hours. After completion of the reaction, 2N hydrochloric acid was added thereto, and when foaming was stopped, a saturated aqueous sodium bicarbonate solution was added thereto, followed by extraction with ethyl acetate. The organic layer was washed with brine and then dried over anhydrous sodium...